From a dataset of the Open Reaction Database (ORD), a public repository of structured organic reaction records. describe an organic reaction: reactants, conditions, products, and yield Starting materials: ClC=1C(=C(C=CC1)C)[N+](=O)[O-] (3-chloro-2-nitrotoluene), C1(=CC=CC=C1)NC(C)=O (N-phenylacetamide). Yields the product CC1=NC2=C(N1C1=CC=CC=C1)C=CC=C2C (2,4-Dimethyl-1-phenyl-1H-benzimidazole). The yield is 33.3%. As a reaction SMILES: Cl[C:2]1[C:3]([N+:9]([O-])=O)=[C:4]([CH3:8])[CH:5]=[CH:6][CH:7]=1.[C:12]1([NH:18][C:19](=O)[CH3:20])[CH:17]=[CH:16][CH:15]=[CH:14][CH:13]=1>>[CH3:20][C:19]1[N:18]([C:12]2[CH:17]=[CH:16][CH:15]=[CH:14][CH:13]=2)[C:2]2[CH:7]=[CH:6][CH:5]=[C:4]([CH3:8])[C:3]=2[N:9]=1. Procedure details: Method A applied to 3-chloro-2-nitrotoluene (86 mg, 0.5 mmol) and N-phenylacetamide (81 mg, 0.6 mmol) yielded the title compound as brown solid (37 mg, 33%). 1H NMR (DMSO) δ 2.46 (s, 3H), 2.55 (s, 3H), 6.88 (d, J=7.3Hz, 1H), 7.04-7.11 (m, 2H), 7.50-7.64 (m, 5H); 13C NMR δ 13.8, 16.3, 107.5, 122.5, 122.6, 126.8, 129.9, 135.1, 135.3, 150.3, 158.3. Reactants: FC1=C2NC(C(NC2=C(C(=C1F)F)F)=O)=O (5,6,7,8-Tetrafluoro-1,4-dihydro-2,3-quinoxalinedione), [N+](=O)([O-])C1=C2NC(C(NC2=CC(=C1Br)Br)=O)=O (5-nitro-6,7-dibromo-1,4-dihydro-2,3-quinoxalinedione), [OH-].[K+] (KOH), NOS(=O)(=O)O (NH2OSO3H). The solvent is O (water), O (water). Reaction conditions: time 5 minute. Product: NN1C(C(NC2=C(C(=C(C=C12)Br)Br)[N+](=O)[O-])=O)=O (1-amino-5-nitro-6,7-dibromo-1,4-dihydro-2,3-quinoxalinedione). Yield: 64.0%. Reaction SMILES: FC1C(F)=C(F)C(F)=C2C=1[NH:4]C(=O)C(=O)N2.[N+:17]([C:20]1[C:29]([Br:30])=[C:28]([Br:31])[CH:27]=[C:26]2[C:21]=1[NH:22][C:23](=[O:33])[C:24](=[O:32])[NH:25]2)([O-:19])=[O:18].[OH-].[K+].NOS(O)(=O)=O>O>[NH2:4][N:25]1[C:26]2[C:21](=[C:20]([N+:17]([O-:19])=[O:18])[C:29]([Br:30])=[C:28]([Br:31])[CH:27]=2)[NH:22][C:23](=[O:33])[C:24]1=[O:32] |f:2.3|. Procedure: The procedure of Shin, S. C. and Lee. Y. Y., Taehan Hwahakhoe Chi 27 (5): 382-4 (1983) was adapted. To a stirred red solution of 5-nitro-6,7-dibromo-1,4-dihydro-2,3-quinoxalinedione (120 mg, 0.33 mMol) and 3N KOH (2 mL) in distilled water (5 mL) at 65° C. was dropwise added a colorless solution of NH2OSO3H (56 mg, 0.50 mMol) in distilled water (0.5 mL) with stirring, whereupon a yellow precipitate came out after 5 mins. The mixture was stirred at 65° C. for 1 h and allowed to stand at room tempe... Starting materials: CN(C)C=O, CN1CC(=O)NC1=N, O=C=Nc1cccc(Cl)c1. Product: CN1CC(=O)NC1=NC(=O)Nc1cccc(Cl)c1. RXN SMILES: [CH3:19][N:20]([CH3:21])[CH:22]=[O:23].[CH3:1][N:2]1[CH2:3][C:4](=[O:5])[NH:6][C:7]1=[NH:8].[Cl:9][c:10]1[cH:11][c:12]([N:16]=[C:17]=[O:18])[cH:13][cH:14][cH:15]1>>[CH3:1][N:2]1[CH2:3][C:4](=[O:5])[NH:6][C:7]1=[N:8][C:17]([NH:16][c:12]1[cH:11][c:10]([Cl:9])[cH:15][cH:14][cH:13]1)=[O:18]. The reactants are CC(C(=O)OCCCCCCCCCCCOC(C1=C(C=CC(=C1)CCCCCCOOC1=C(C=C(C=C1)\C=C\C(=O)OC)OC)O)=O)=C ((E)-2-hydroxy-5-[6-[2-methoxy-4-(methoxycarbonylvinyl)phenoxy]oxyhexyl]benzoic acid 11-(2-methylacryloyloxy)undecyl ester), C(CCCC)C1=CC=C(C(=O)O)C=C1 (4-pentylbenzoic acid), Cl.CN(CCCN=C=NCC)C (N-(3-dimethylaminopropyl)-N′-ethylcarbodiimide hydrochloride). Reagents/catalysts: CN(C1=CC=NC=C1)C (4-dimethylaminopyridine). The solvent is ClCCl (dichloromethane), ClCCl (dichloromethane). Yields the product CC(C(=O)OCCCCCCCCCCCOC(C1=C(C=CC(=C1)CCCCCCOOC1=C(C=C(C=C1)\C=C\C(=O)OC)OC)OC(C1=CC=C(C=C1)CCCCC)=O)=O)=C ((E)-2-[4-pentylbenzoyloxy]-5-[6-[2-methoxy-4-(methoxycarbonylvinyl)phenoxy]oxyhexyl]benzoic acid 11-(2-methylacryloyloxy)undecyl ester). Yield: 78.2%. RXN SMILES: [CH3:1][C:2](=[CH2:49])[C:3]([O:5][CH2:6][CH2:7][CH2:8][CH2:9][CH2:10][CH2:11][CH2:12][CH2:13][CH2:14][CH2:15][CH2:16][O:17][C:18](=[O:48])[C:19]1[CH:24]=[C:23]([CH2:25][CH2:26][CH2:27][CH2:28][CH2:29][CH2:30][O:31][O:32][C:33]2[CH:38]=[CH:37][C:36](/[CH:39]=[CH:40]/[C:41]([O:43][CH3:44])=[O:42])=[CH:35][C:34]=2[O:45][CH3:46])[CH:22]=[CH:21][C:20]=1[OH:47])=[O:4].[CH2:50]([C:55]1[CH:63]=[CH:62][C:58]([C:59](O)=[O:60])=[CH:57][CH:56]=1)[CH2:51][CH2:52][CH2:53][CH3:54].Cl.CN(C)CCCN=C=NCC>CN(C)C1C=CN=CC=1.ClCCl>[CH3:49][C:2](=[CH2:1])[C:3]([O:5][CH2:6][CH2:7][CH2:8][CH2:9][CH2:10][CH2:11][CH2:12][CH2:13][CH2:14][CH2:15][CH2:16][O:17][C:18](=[O:48])[C:19]1[CH:24]=[C:23]([CH2:25][CH2:26][CH2:27][CH2:28][CH2:29][CH2:30][O:31][O:32][C:33]2[CH:38]=[CH:37][C:36](/[CH:39]=[CH:40]/[C:41]([O:43][CH3:44])=[O:42])=[CH:35][C:34]=2[O:45][CH3:46])[CH:22]=[CH:21][C:20]=1[O:47][C:59](=[O:60])[C:58]1[CH:62]=[CH:63][C:55]([CH2:50][CH2:51][CH2:52][CH2:53][CH3:54])=[CH:56][CH:57]=1)=[O:4] |f:2.3|. Reported procedure: 1.43 g (2.09 mmol) (E)-2-hydroxy-5-[6-[2-methoxy-4-(methoxycarbonylvinyl)phenoxy]oxyhexyl]benzoic acid 11-(2-methylacryloyloxy)undecyl ester, 0.42 g (2.20 mmol) 4-pentylbenzoic acid and 64 mg (0.52 mmol) 4-dimethylaminopyridine were dissolved in 30 ml of dichloromethane. A suspension of 0.42 g (2.20 mmol) N-(3-dimethylaminopropyl)-N′-ethylcarbodiimide hydrochloride and 3 ml dichloromethane were added dropwise in the course of 15 minutes. After 20 hour at room temperature the reaction mixture was... The reactants are ClCCl, Cn1cccc1CC#N, [Cl-], Cl, O=C(Cl)c1ccc(C(F)(F)F)cc1. Product: Cn1c(CC#N)ccc1C(=O)c1ccc(C(F)(F)F)cc1. Reaction SMILES: [CH2:25]([Cl:26])[Cl:27].[CH3:1][n:2]1[c:3]([CH2:7][C:8]#[N:9])[cH:4][cH:5][cH:6]1.[Cl-:23].[ClH:24].[F:10][C:11]([c:12]1[cH:13][cH:14][c:15]([C:16](=[O:17])[Cl:18])[cH:19][cH:20]1)([F:21])[F:22]>>[CH3:1][n:2]1[c:3]([CH2:7][C:8]#[N:9])[cH:4][cH:5][c:6]1[C:16]([c:15]1[cH:14][cH:13][c:12]([C:11]([F:10])([F:21])[F:22])[cH:20][cH:19]1)=[O:17]. Reactants: CCCN1Cc2cc(Oc3cccc(C#N)c3)ccc2N=C1NC(=O)OC(C)(C)C, CO, N. Yields the product CCCN1Cc2cc(Oc3cccc(CN)c3)ccc2N=C1NC(=O)OC(C)(C)C. RXN SMILES: [C:1]([CH3:2])([CH3:3])([CH3:4])[O:5][C:6]([NH:7][C:8]1=[N:9][c:10]2[cH:11][cH:12][c:13]([O:21][c:22]3[cH:23][c:24]([C:28]#[N:29])[cH:25][cH:26][cH:27]3)[cH:14][c:15]2[CH2:16][N:17]1[CH2:18][CH2:19][CH3:20])=[O:30].[CH3:32][OH:33].[NH3:31]>>[C:1]([CH3:2])([CH3:3])([CH3:4])[O:5][C:6]([NH:7][C:8]1=[N:9][c:10]2[cH:11][cH:12][c:13]([O:21][c:22]3[cH:23][c:24]([CH2:28][NH2:29])[cH:25][cH:26][cH:27]3)[cH:14][c:15]2[CH2:16][N:17]1[CH2:18][CH2:19][CH3:20])=[O:30].